From a dataset of the Open Reaction Database (ORD), a public repository of structured organic reaction records. describe an organic reaction: reactants, conditions, products, and yield Starting materials: [Cl-].[Al+3].[Cl-].[Cl-] (aluminium chloride), acid chloride, C1=CC=CC=C1 (benzene), CC(CC(=O)O)C (3-methylbutanoic acid), S(=O)(Cl)Cl (thionyl chloride), Cl (hydrochloric acid). Run in ClCCl (dichloromethane), ClCCl (dichloromethane), ClCCl (dichloromethane), CN(C)C=O (DMF). Conditions: temperature 0 celsius, time 15 minute. The product is CC(CC(=O)C1=CC=CC=C1)C (3-methylbutyrophenone). Isolated yield 66.6%. RXN SMILES: [CH3:1][CH:2]([CH3:7])[CH2:3][C:4](O)=[O:5].S(Cl)(Cl)=O.[Cl-].[Al+3].[Cl-].[Cl-].[CH:16]1[CH:21]=[CH:20][CH:19]=[CH:18][CH:17]=1.Cl>ClCCl.CN(C=O)C>[CH3:1][CH:2]([CH3:7])[CH2:3][C:4]([C:16]1[CH:21]=[CH:20][CH:19]=[CH:18][CH:17]=1)=[O:5] |f:2.3.4.5|. Reported procedure: A mixture of 3-methylbutanoic acid (20.4 g, 0.2 mol), thionyl chloride (35.7 g, 0.3 mol) and DMF (0.5 ml) was heated at reflux for 2 h. The mixture was carefully concentrated in vacuo to give the crude acid chloride. A suspension of anhydrous aluminium chloride (15.4 g, 115 mmol) in dichloromethane (100 ml) was cooled to 0° C. and a solution of the above acid chloride in dichloromethane (50 ml) was added dropwise. The mixture was stirred for 15 min and a solution of benzene (17.9 g, 0.23 mol) in... Starting materials: N (ammonia), ClC1=C(C(=O)C2=C(C=C3CCCC3=C2)NC(C2=C(C=CC=C2)Cl)=O)C=CC=C1 (6-(2-chlorobenzoyl)-5-(2-chlorobenzoylamino)indan). Run in OS(=O)(=O)O (H2SO4), ice water. Run at temperature 120 celsius. Yields the product NC=1C=C2CCCC2=CC1C(C1=C(C=CC=C1)Cl)=O (5-amino-6-(2-chlorobenzoyl)indan). Yield: 94.4%. RXN SMILES: [Cl:1][C:2]1[CH:28]=[CH:27][CH:26]=[CH:25][C:3]=1[C:4]([C:6]1[CH:14]=[C:13]2[C:9]([CH2:10][CH2:11][CH2:12]2)=[CH:8][C:7]=1[NH:15]C(=O)C1C=CC=CC=1Cl)=[O:5].N>OS(O)(=O)=O>[NH2:15][C:7]1[CH:8]=[C:9]2[C:13](=[CH:14][C:6]=1[C:4](=[O:5])[C:3]1[CH:25]=[CH:26][CH:27]=[CH:28][C:2]=1[Cl:1])[CH2:12][CH2:11][CH2:10]2. Reported procedure: A mixture of 6-(2-chlorobenzoyl)-5-(2-chlorobenzoylamino)indan (16.0 g) and 70% H2SO4 (100 ml) was heated at 120° C. for 30 minutes and, then, poured in ice-water (300 ml). The solution was alkalinized with concentrated aqueous ammonia and extracted with ethyl acetate. The extract was washed with water and dried (MgSO4) and the solvent was distilled off to give 5-amino-6-(2-chlorobenzoyl)indan as yellow oil (10.0 g, 94.3%). Recrystallization from hexane gave yellow prisms, m.p. 90°-92°. Reactants: OCCCCCCCCBr, CC(C)(C)[Si](C)(C)Cl, CN(C)C=O, c1c[nH]cn1. The product is CC(C)(C)[Si](C)(C)OCCCCCCCCBr. As a reaction SMILES: [Br:1][CH2:2][CH2:3][CH2:4][CH2:5][CH2:6][CH2:7][CH2:8][CH2:9][OH:10].[CH3:16][Si:17]([Cl:18])([C:19]([CH3:20])([CH3:21])[CH3:22])[CH3:23].[CH3:24][N:25]([CH3:26])[CH:27]=[O:28].[nH:11]1[cH:12][cH:13][n:14][cH:15]1>>[Br:1][CH2:2][CH2:3][CH2:4][CH2:5][CH2:6][CH2:7][CH2:8][CH2:9][O:10][Si:17]([CH3:16])([C:19]([CH3:20])([CH3:21])[CH3:22])[CH3:23]. Reactants: C1CCOC1, CCN(C(C)C)C(C)C, CCC(=O)NC1CC(n2cnc3c(Cl)nc(Cl)nc32)C(O)C1O, NCC(c1ccccc1)c1ccccc1. Yields the product CCC(=O)NC1CC(n2cnc3c(NCC(c4ccccc4)c4ccccc4)nc(Cl)nc32)C(O)C1O. RXN SMILES: [CH2:48]1[O:49][CH2:50][CH2:51][CH2:52]1.[CH:24]([N:25]([CH2:26][CH3:27])[CH:28]([CH3:29])[CH3:30])([CH3:31])[CH3:32].[Cl:1][c:2]1[n:3][c:4]([Cl:23])[c:5]2[n:6][cH:7][n:8]([CH:11]3[CH:12]([OH:22])[CH:13]([OH:21])[CH:14]([NH:16][C:17]([CH2:18][CH3:19])=[O:20])[CH2:15]3)[c:9]2[n:10]1.[c:33]1([CH:39]([CH2:40][NH2:41])[c:42]2[cH:43][cH:44][cH:45][cH:46][cH:47]2)[cH:34][cH:35][cH:36][cH:37][cH:38]1>>[Cl:1][c:2]1[n:3][c:4]([NH:41][CH2:40][CH:39]([c:33]2[cH:34][cH:35][cH:36][cH:37][cH:38]2)[c:42]2[cH:43][cH:44][cH:45][cH:46][cH:47]2)[c:5]2[n:6][cH:7][n:8]([CH:11]3[CH:12]([OH:22])[CH:13]([OH:21])[CH:14]([NH:16][C:17]([CH2:18][CH3:19])=[O:20])[CH2:15]3)[c:9]2[n:10]1. Starting materials: [Cl-].[Li+] (lithium chloride), C(=C)[Mg]Cl (vinylmagnesium chloride), C1(CC1)=CC(=O)OCC (Ethyl cyclopropylideneacetate). Reagents/catalysts: [Cu]Cl (copper(I) chloride). Run in C1CCOC1 (THF), C1CCOC1 (THF). Conditions: temperature -78 celsius, time 10 minute. Product: C(=C)C1(CC1)CC(=O)OCC (Ethyl (1-vinylcyclopropyl)acetate). Reaction SMILES: [Cl-].[Li+].[CH:3]([Mg]Cl)=[CH2:4].[C:7]1(=[CH:10][C:11]([O:13][CH2:14][CH3:15])=[O:12])[CH2:9][CH2:8]1>C1COCC1.[Cu]Cl>[CH:3]([C:7]1([CH2:10][C:11]([O:13][CH2:14][CH3:15])=[O:12])[CH2:9][CH2:8]1)=[CH2:4] |f:0.1|. Reported procedure: Under argon, 0.55 g (5.53 mmol) of copper(I) chloride and 0.59 g (13.82 mmol) of lithium chloride are suspended in 150 ml of anhydrous THF. The reaction mixture is cooled to −78° C., 48.8 ml (82.95 mmol) of vinylmagnesium chloride solution (1.7 M in THF) are added and the mixture is stirred for 10 minutes. Over a period of 30 min, a solution of 8.72 g (69.12 mmol) of ethyl cyclopropylideneacetate (Example 1A) in 50 ml of anhydrous THF is then added dropwise. After the addition is ended, the cool...